From a dataset of the Open Reaction Database (ORD), a public repository of structured organic reaction records. describe an organic reaction: reactants, conditions, products, and yield The reactants are N#Cc1ccc2c(c1)CNCC2, CC(C)Oc1ccc(S(C)(=O)=O)cc1C(=O)O. Yields the product CC(C)Oc1ccc(S(C)(=O)=O)cc1C(=O)N1CCc2ccc(C#N)cc2C1. As a reaction SMILES: [C:1](#[N:2])[c:3]1[cH:4][cH:5][c:6]2[c:11]([cH:12]1)[CH2:10][NH:9][CH2:8][CH2:7]2.[CH:13]([CH3:14])([CH3:15])[O:16][c:17]1[c:18]([C:19](=[O:20])[OH:21])[cH:22][c:23]([S:26](=[O:27])(=[O:28])[CH3:29])[cH:24][cH:25]1>>[C:1](#[N:2])[c:3]1[cH:4][cH:5][c:6]2[c:11]([cH:12]1)[CH2:10][N:9]([C:19]([c:18]1[c:17]([O:16][CH:13]([CH3:14])[CH3:15])[cH:25][cH:24][c:23]([S:26](=[O:27])(=[O:28])[CH3:29])[cH:22]1)=[O:20])[CH2:8][CH2:7]2. Starting materials: CC(Cl)c1cccnc1, O=C(O)c1ccc(-c2ccc([N+](=O)[O-])cc2)o1. Reagents/catalysts: O=C([O-])[O-].[Cs+].[Cs+] (cesium carbonate), [I-].[K+] (potassium iodide). Solvent: CN(C)C=O (DMF), CN(C)C=O (dmf), CN(C)C=O (DMF). Run at temperature 70 celsius, time 16 hour. Yields the product CC(OC(=O)c1ccc(-c2ccc([N+](=O)[O-])cc2)o1)c1cccnc1.